This data is from the Open Reaction Database (ORD), a public repository of structured organic reaction records. The task is: describe an organic reaction: reactants, conditions, products, and yield Starting materials: FC=1C(=C(C(=CC1)Cl)C)Cl (3-fluoro-2,6-dichlorotoluene), FC=1C=C(C=CC1)C (3-fluorotoluene), FC=1C=C(C(=CC1)Cl)C (3-fluoro-6-chlorotoluene), FC=1C=C(C=CC1Cl)C (3-fluoro-4-chlorotoluene). Yields the product FC=1C=C(C(=CC1Cl)Cl)C (3-fluoro-4,6-dichlorotoluene). As a reaction SMILES: [F:1][C:2]1[C:3]([Cl:10])=[C:4](C)[C:5]([Cl:8])=[CH:6][CH:7]=1.F[C:12]1C=C(C)C=CC=1.FC1C=C(C)C(Cl)=CC=1.FC1C=C(C)C=CC=1Cl>>[F:1][C:2]1[CH:7]=[C:6]([CH3:12])[C:5]([Cl:8])=[CH:4][C:3]=1[Cl:10]. Procedure: 3-Fluoro-4,6-dichlorotoluene is prepared with reduced formation of 3-fluoro-2,6-dichlorotoluene by chlorinating 3-fluorotoluene in the presence of a catalyst system to give a mixture containing 3-fluoro-6-chlorotoluene and 3-fluoro-4-chlorotoluene and chlorinating this in the presence of another catalyst system to give 3-fluoro-4,6-dichlorotoluene. Reactants: CC(C)CC(C(=O)NN(CC(C)C)S(C)(=O)=O)C(CCCc1cccnc1)C(=O)NOCc1ccccc1, CO. Yields the product CC(C)CC(C(=O)NN(CC(C)C)S(C)(=O)=O)C(CCCc1cccnc1)C(=O)NO. RXN SMILES: [CH2:1]([c:2]1[cH:3][cH:4][cH:5][cH:6][cH:7]1)[O:8][NH:9][C:10](=[O:11])[CH:12]([CH2:13][CH2:14][CH2:15][c:16]1[cH:17][n:18][cH:19][cH:20][cH:21]1)[CH:22]([C:23](=[O:24])[NH:25][N:26]([S:27](=[O:28])(=[O:29])[CH3:30])[CH2:31][CH:32]([CH3:33])[CH3:34])[CH2:35][CH:36]([CH3:37])[CH3:38].[CH3:39][OH:40]>>[OH:8][NH:9][C:10](=[O:11])[CH:12]([CH2:13][CH2:14][CH2:15][c:16]1[cH:17][n:18][cH:19][cH:20][cH:21]1)[CH:22]([C:23](=[O:24])[NH:25][N:26]([S:27](=[O:28])(=[O:29])[CH3:30])[CH2:31][CH:32]([CH3:33])[CH3:34])[CH2:35][CH:36]([CH3:37])[CH3:38]. Starting materials: C1(=CC=CC=C1)OC (anisole), C(C)(C)(C)OC([C@H](C(C)C)NS(=O)(=O)C1=CC=C(C=C1)C1=CC=C(C=C1)Br)=O ((S)-2-(4'-Bromo-biphenyl-4-sulfonylamino)-3-methyl-butyric Acid Tert-butyl Ester). Run in C(Cl)(Cl)Cl (chloroform), FC(C(=O)O)(F)F (trifluoroacetic acid). Conditions: time 16 hour. Product: BrC1=CC=C(C=C1)C1=CC=C(C=C1)S(=O)(=O)N[C@H](C(=O)O)C(C)C ((S)-2-(4'-Bromo-biphenyl-4-sulfonylamino)-3-methyl-butyric Acid). The yield is 95.3%. RXN SMILES: C1(OC)C=CC=CC=1.C([O:13][C:14](=[O:36])[C@@H:15]([NH:19][S:20]([C:23]1[CH:28]=[CH:27][C:26]([C:29]2[CH:34]=[CH:33][C:32]([Br:35])=[CH:31][CH:30]=2)=[CH:25][CH:24]=1)(=[O:22])=[O:21])[CH:16]([CH3:18])[CH3:17])(C)(C)C>FC(F)(F)C(O)=O.C(Cl)(Cl)Cl>[Br:35][C:32]1[CH:31]=[CH:30][C:29]([C:26]2[CH:25]=[CH:24][C:23]([S:20]([NH:19][C@@H:15]([CH:16]([CH3:18])[CH3:17])[C:14]([OH:36])=[O:13])(=[O:22])=[O:21])=[CH:28][CH:27]=2)=[CH:34][CH:33]=1. Procedure: To a solution of anisole (4.9 g, 0.045 mol) in trifluoroacetic acid (200 mL) was added in small portions the tert-butyl ester (21.1 g) prepared in Step (c). The solution was stirred at room temperature for 16 hours, then poured over ice. The aqueous suspension was diluted with chloroform, the layers separated, and the organic portion was washed with saturated sodium chloride, dried (MgSO4) and concentrated to dryness. The resulting solid was suspended in hexanes/diethyl ether (9:1) and collected... The reactants are O=Cc1cc(Br)ccc1[N+](=O)[O-], CC(=O)O, COc1ccc(CN)cc1, ClCCl. Product: COc1ccc(CNCc2cc(Br)ccc2[N+](=O)[O-])cc1. As a reaction SMILES: [Br:1][c:2]1[cH:3][cH:4][c:5]([N+:10](=[O:11])[O-:12])[c:6]([CH:7]=[O:8])[cH:9]1.[C:23]([OH:24])(=[O:25])[CH3:26].[CH3:13][O:14][c:15]1[cH:16][cH:17][c:18]([CH2:19][NH2:20])[cH:21][cH:22]1.[Cl:27][CH2:28][Cl:29]>>[Br:1][c:2]1[cH:3][cH:4][c:5]([N+:10](=[O:11])[O-:12])[c:6]([CH2:7][NH:20][CH2:19][c:18]2[cH:17][cH:16][c:15]([O:14][CH3:13])[cH:22][cH:21]2)[cH:9]1. As a reaction SMILES: [CH2:19]([SnH:20]([CH2:21][CH2:22][CH2:23][CH3:24])[CH2:25][CH2:26][CH2:27][CH3:28])[CH2:29][CH2:30][CH3:31].[CH3:44][c:45]1[cH:46][cH:47][cH:48][cH:49][cH:50]1.[F:1][C:2]([C:3](=[O:4])[O:5][CH2:6][CH3:7])([CH:8]([c:9]1[cH:10][cH:11][c:12]([O:15][CH3:16])[cH:13][cH:14]1)[I:17])[F:18].[N:32]([C:33]([CH3:34])([CH3:35])[C:36]#[N:37])=[N:38][C:39]([CH3:40])([CH3:41])[C:42]#[N:43]>>[F:1][C:2]([C:3](=[O:4])[O:5][CH2:6][CH3:7])([CH2:8][c:9]1[cH:10][cH:11][c:12]([O:15][CH3:16])[cH:13][cH:14]1)[F:18]. Reactants: CCCC[SnH](CCCC)CCCC, Cc1ccccc1, CCOC(=O)C(F)(F)C(I)c1ccc(OC)cc1, CC(C)(C#N)N=NC(C)(C)C#N. Yields the product CCOC(=O)C(F)(F)Cc1ccc(OC)cc1. RXN SMILES: [CH3:42][OH:43].[Cl-:40].[F:1][c:2]1[c:3]([O:4][c:5]2[c:6]3[c:7]([n:8][cH:9][cH:10]2)[cH:11][c:12](-[c:14]2[n:15]([CH3:32])[c:16]([CH2:19][N:20]([C:21]([O:22][C:23]([CH3:24])([CH3:25])[CH3:26])=[O:27])[CH2:28][CH2:29][O:30][CH3:31])[cH:17][n:18]2)[s:13]3)[cH:33][cH:34][c:35]([N+:37]([O-:38])=[O:39])[cH:36]1.[NH4+:41].[OH2:44].[Zn:45]>>[F:1][c:2]1[c:3]([O:4][c:5]2[c:6]3[c:7]([n:8][cH:9][cH:10]2)[cH:11][c:12](-[c:14]2[n:15]([CH3:32])[c:16]([CH2:19][N:20]([C:21]([O:22][C:23]([CH3:24])([CH3:25])[CH3:26])=[O:27])[CH2:28][CH2:29][O:30][CH3:31])[cH:17][n:18]2)[s:13]3)[cH:33][cH:34][c:35]([NH2:37])[cH:36]1. Starting materials: CO, [Cl-], COCCN(Cc1cnc(-c2cc3nccc(Oc4ccc([N+](=O)[O-])cc4F)c3s2)n1C)C(=O)OC(C)(C)C, [NH4+], O, [Zn]. Product: COCCN(Cc1cnc(-c2cc3nccc(Oc4ccc(N)cc4F)c3s2)n1C)C(=O)OC(C)(C)C. Starting materials: Cl.NC1=C(C=CC=C1[N+](=O)[O-])OCCCN1CCC(CC1)COC1=CC=CC=C1 (2-amino-3-nitro-1-[3-(4-phenoxymethylpiperidino)-propoxy]-benzene hydrochloride), [Cl-].[Cl-].[Cl-].NC1=C(C=CC=C1N)OCCCN1CCC(CC1)COC1=CC=CC=C1 (2,3-diamino-1-[3-(4-phenoxymethylpiperidino)-propoxy]-benzene trichloride), C(C)O (ethanol), Cl (hydrochloric acid). The reagents and catalysts are [Pt]=O (platinum oxide). Solvent: O (water). The product is Cl.Cl.Cl.NC1=C(C=CC=C1N)OCCCN1CCC(CC1)COC1=CC=CC=C1 (2,3-Diamino-1-[3-(4-phenoxymethylpiperidino)-propoxy]-benzene trihydrochloride). RXN SMILES: [ClH:1].[NH2:2][C:3]1[C:8]([N+:9]([O-])=O)=[CH:7][CH:6]=[CH:5][C:4]=1[O:12][CH2:13][CH2:14][CH2:15][N:16]1[CH2:21][CH2:20][CH:19]([CH2:22][O:23][C:24]2[CH:29]=[CH:28][CH:27]=[CH:26][CH:25]=2)[CH2:18][CH2:17]1.C(O)C.Cl.[Cl-].[Cl-].[Cl-].NC1C(N)=CC=CC=1OCCCN1CCC(COC2C=CC=CC=2)CC1>[Pt]=O.O>[ClH:1].[ClH:1].[ClH:1].[NH2:2][C:3]1[C:8]([NH2:9])=[CH:7][CH:6]=[CH:5][C:4]=1[O:12][CH2:13][CH2:14][CH2:15][N:16]1[CH2:21][CH2:20][CH:19]([CH2:22][O:23][C:24]2[CH:25]=[CH:26][CH:27]=[CH:28][CH:29]=2)[CH2:18][CH2:17]1 |f:0.1,4.5.6.7,10.11.12.13|. Reported procedure: A solution of 28.0 g. 2-amino-3-nitro-1-[3-(4-phenoxymethylpiperidino)-propoxy]-benzene hydrochloride in 600 ml. ethanol and 200 ml. water is hydrogenated at ambient temperature and atmospheric pressure in the presence of 0.4 g. platinum oxide. After filtration, the filtrate obtained is acidified with dilute hydrochloric acid, evaporated and the evaporation residue dissolved in ethanol/ethyl acetate. There are obtained 21.4 g. (70% of theory) 2,3-diamino-1-[3-(4-phenoxymethylpiperidino)-propoxy]... Reactants: CN1CCN(CC1)CC1=C(C=CC=C1)C(C)=O (1-[2-(4-methyl-piperazin-1-ylmethyl)-phenyl]-ethanone), C(C)(C)(C)OC(\C=C\C1=NC=C(C=C1)C=O)=O ((E)-3-(5-formyl-pyridin-2-yl)-acrylic acid tert-butyl ester), [OH-].[K+] (KOH). Run in CCO (EtOH), O (water). Conditions: temperature 4 celsius, time 8 hour. The product is CN1CCN(CC1)CC1=C(C=CC=C1)C(/C=C/C=1C=CC(=NC1)/C=C/C(=O)O)=O ((E)-3-(5-{(E)-3-[2-(4-methyl-piperazin-1-ylmethyl)-phenyl]-3-oxo-propenyl}-pyridin-2-yl)-acrylic acid). Isolated yield 133.2%. As a reaction SMILES: [CH3:1][N:2]1[CH2:7][CH2:6][N:5]([CH2:8][C:9]2[CH:14]=[CH:13][CH:12]=[CH:11][C:10]=2[C:15](=[O:17])[CH3:16])[CH2:4][CH2:3]1.C([O:22][C:23](=[O:34])/[CH:24]=[CH:25]/[C:26]1[CH:31]=[CH:30][C:29]([CH:32]=O)=[CH:28][N:27]=1)(C)(C)C.[OH-].[K+]>CCO.O>[CH3:1][N:2]1[CH2:7][CH2:6][N:5]([CH2:8][C:9]2[CH:14]=[CH:13][CH:12]=[CH:11][C:10]=2[C:15](=[O:17])/[CH:16]=[CH:32]/[C:29]2[CH:30]=[CH:31][C:26](/[CH:25]=[CH:24]/[C:23]([OH:34])=[O:22])=[N:27][CH:28]=2)[CH2:4][CH2:3]1 |f:2.3|. Reported procedure: A mixture of 1-[2-(4-methyl-piperazin-1-ylmethyl)-phenyl]-ethanone (obtained as described in Preparation 11, 250 mg, 1.07 mmol), (E)-3-(5-formyl-pyridin-2-yl)-acrylic acid tert-butyl ester (described in Example 11 STEP A-D, 251 mg, 1.07 mmol) and 1.7 M KOH (0.633 ml) in EtOH (10 ml) was stirred at 4° C. overnight. The resulting solution was diluted with water and extracted with AcOEt. The organic phase was dried over Na2SO4 and evaporated in vacuo. The crude reaction mixture was purified by colu... Starting materials: CC(C)(O)c1cncn1C1c2ccccc2CC1(C)C, CS(=O)(=O)Cl, CN(C)c1ccncc1, CCOC(C)=O, [Na+], O=C([O-])O, c1ccncc1. RXN SMILES: [CH3:1][C:2]1([CH3:20])[CH:3]([n:11]2[cH:12][n:13][cH:14][c:15]2[C:16]([CH3:17])([CH3:18])[OH:19])[c:4]2[cH:5][cH:6][cH:7][cH:8][c:9]2[CH2:10]1.[CH3:21][S:22](=[O:23])(=[O:24])[Cl:25].[CH3:32][N:33]([CH3:34])[c:35]1[cH:36][cH:37][n:38][cH:39][cH:40]1.[CH3:41][CH2:42][O:43][C:44](=[O:45])[CH3:46].[Na+:51].[O-:47][C:48]([OH:49])=[O:50].[cH:26]1[cH:27][cH:28][n:29][cH:30][cH:31]1>>[CH3:1][C:2]1([CH3:20])[CH:3]([n:11]2[cH:12][n:13][cH:14][c:15]2[CH:16]([CH3:17])[CH3:18])[c:4]2[cH:5][cH:6][cH:7][cH:8][c:9]2[CH2:10]1. Yields the product CC(C)c1cncn1C1c2ccccc2CC1(C)C.